From a dataset of the Open Reaction Database (ORD), a public repository of structured organic reaction records. describe an organic reaction: reactants, conditions, products, and yield Starting materials: Cl (hydrochloric acid), C(C)(C)(C)C1=CC=C(C=C1)C=1N(N(C(C1C(=O)OCC)=O)C1=CC=C(C=C1)C#N)C (3-(4-t-butylphenyl)-1-(4-cyanophenyl)-4-ethoxycarbonyl-2-methyl-2H-pyrazol-5-one), C([O-])([O-])=O.[K+].[K+] (potassium carbonate), C(C)O (ethanol). Solvent: O (water). Product: C(C)(C)(C)C1=CC=C(C=C1)C=1N(N(C(C1C(=O)O)=O)C1=CC=C(C=C1)C#N)C (3-(4-t-Butylphenyl)-1-(4-cyanophenyl)-4-hydroxycarbonyl-2-methyl-2H-pyrazol-5-one). Isolated yield 38.0%. Reaction SMILES: [C:1]([C:5]1[CH:10]=[CH:9][C:8]([C:11]2[N:12]([CH3:30])[N:13]([C:22]3[CH:27]=[CH:26][C:25]([C:28]#[N:29])=[CH:24][CH:23]=3)[C:14](=[O:21])[C:15]=2[C:16]([O:18]CC)=[O:17])=[CH:7][CH:6]=1)([CH3:4])([CH3:3])[CH3:2].C(=O)([O-])[O-].[K+].[K+].C(O)C.Cl>O>[C:1]([C:5]1[CH:6]=[CH:7][C:8]([C:11]2[N:12]([CH3:30])[N:13]([C:22]3[CH:23]=[CH:24][C:25]([C:28]#[N:29])=[CH:26][CH:27]=3)[C:14](=[O:21])[C:15]=2[C:16]([OH:18])=[O:17])=[CH:9][CH:10]=1)([CH3:4])([CH3:2])[CH3:3] |f:1.2.3|. Procedure details: A mixture of 34.5 g of 3-(4-t-butylphenyl)-1-(4-cyanophenyl)-4-ethoxycarbonyl-2-methyl-2H-pyrazol-5-one, 23.6 g of potassium carbonate, 621 ml of ethanol and 69 ml of water was refluxed under heating for 9 hours. The reaction solution was cooled to room temperature and adjusted to pH 1-2 with dilute hydrochloric acid. The resulting crystals were collected by filtration and dried under reduced pressure. The resulting crude crystals were recrystallized in methanol-ethyl acetate to give 12.2 g of t... Reported procedure: 3-[1-(3,5-Dimethyl-1H-pyrrol-2-yl)-meth-(Z)-ylidene]-2-oxo-2,3-dihydro-indole-1-carboxylic acid 3-phosphonooxy-propyl ester was prepared using the same procedure for preparing 3-[1-(3,5-dimethyl-1H-pyrrol-2-yl)-meth-(Z)-ylidene]-2-oxo-2,3-dihydro-indole-1-carboxylic acid 2-phosphonooxyethyl ester but substituting 3-[1-(3,5-dimethyl-1H-pyrrol-2-yl)-meth-(Z)-ylidene]-2-oxo-2,3-dihydro-indole-1-carboxylic acid 2-(dimethoxy-phosphonooxy)-ethyl ester with 3-[1-(3,5-dimethyl-1H-pyrrol-2-yl)-meth-(Z)-y... Reactants: P(=O)(O)(O)OCCOC(=O)N1C(\C(\C2=CC=CC=C12)=C/C=1NC(=CC1C)C)=O (3-[1-(3,5-dimethyl-1H-pyrrol-2-yl)-meth-(Z)-ylidene]-2-oxo-2,3-dihydro-indole-1-carboxylic acid 2-phosphonooxyethyl ester), COOP(=O)(OOC)OCCCOC(=O)N1C(\C(\C2=CC=CC=C12)=C/C=1NC(=CC1C)C)=O (3-[1-(3,5-dimethyl-1H-pyrrol-2-yl)-meth-(Z)-ylidene]-2-oxo-2,3-dihydro-indole-1-carboxylic acid 3-(dimethoxy-phosphonooxy)propyl ester). RXN SMILES: P(OCCOC(N1C2C(=CC=CC=2)/C(=C/C2NC(C)=CC=2C)/C1=O)=O)(O)(O)=O.CO[O:31][P:32]([O:37][CH2:38][CH2:39][CH2:40][O:41][C:42]([N:44]1[C:52]2[C:47](=[CH:48][CH:49]=[CH:50][CH:51]=2)/[C:46](=[CH:53]/[C:54]2[NH:55][C:56]([CH3:60])=[CH:57][C:58]=2[CH3:59])/[C:45]1=[O:61])=[O:43])([O:34]OC)=[O:33]>>[P:32]([O:37][CH2:38][CH2:39][CH2:40][O:41][C:42]([N:44]1[C:52]2[C:47](=[CH:48][CH:49]=[CH:50][CH:51]=2)/[C:46](=[CH:53]/[C:54]2[NH:55][C:56]([CH3:60])=[CH:57][C:58]=2[CH3:59])/[C:45]1=[O:61])=[O:43])([OH:34])([OH:33])=[O:31]. Yields the product P(=O)(O)(O)OCCCOC(=O)N1C(\C(\C2=CC=CC=C12)=C/C=1NC(=CC1C)C)=O (3-[1-(3,5-Dimethyl-1H-pyrrol-2-yl)-meth-(Z)-ylidene]-2-oxo-2,3-dihydro-indole-1-carboxylic acid 3-phosphonooxy-propyl ester). The reactants are COC(C)(C)C, C1CCOC1, CI, [Cl-], CCCc1ccc(-c2ccc(-c3ccc[se]3)c(F)c2)cc1, N, [NH4+]. Yields the product CCCc1ccc(-c2ccc(-c3ccc(C)[se]3)c(F)c2)cc1. RXN SMILES: [C:30]([O:31][CH3:32])([CH3:33])([CH3:34])[CH3:35].[CH2:25]1[O:26][CH2:27][CH2:28][CH2:29]1.[CH3:22][I:23].[Cl-:36].[F:1][c:2]1[cH:3][c:4](-[c:13]2[cH:14][cH:15][c:16]([CH2:19][CH2:20][CH3:21])[cH:17][cH:18]2)[cH:5][cH:6][c:7]1-[c:8]1[se:9][cH:10][cH:11][cH:12]1.[NH3:24].[NH4+:37]>>[F:1][c:2]1[cH:3][c:4](-[c:13]2[cH:14][cH:15][c:16]([CH2:19][CH2:20][CH3:21])[cH:17][cH:18]2)[cH:5][cH:6][c:7]1-[c:8]1[se:9][c:10]([CH3:22])[cH:11][cH:12]1. Starting materials: C(C)N1CCCCC1 (N-ethylpiperidine), CN (methylamine), OCCN (β-hydroxyethylamine), C(C)NCC (diethylamine), N (ammonia), NO (hydroxylamine), OCCN1CCCCC1 (N-(β-hydroxyethyl)-piperidine), N1CCOCC1 (morpholine), NN (hydrazine), CN(CCN)C (β-dimethylaminoethylamine). The product is C[NH-] (N-methylamide), CN(CC[NH-])C (N-(β-dimethylaminoethyl)-amide), O[NH-] (N-hydroxyamide), morpholide. As a reaction SMILES: CN.[CH2:3]([NH:5]CC)C.[CH3:8][N:9]([CH3:13])[CH2:10][CH2:11][NH2:12].NN.[NH2:16][OH:17].N1CCOCC1.C(N1CCCCC1)C.OCCN1CCCCC1.OCCN.N>>[CH3:3][NH-:5].[CH3:8][N:9]([CH3:13])[CH2:10][CH2:11][NH-:12].[OH:17][NH-:16]. Procedure: Similarly, when methylamine, diethylamine, β-dimethylaminoethylamine, hydrazine, hydroxylamine, morpholine, N-ethylpiperidine, N-(β-hydroxyethyl)-piperidine, or β-hydroxyethylamine are used in place of ammonia in the above example, there are obtained the corresponding N-methylamide, N-diethylamide, N-(β-dimethylaminoethyl)-amide, hydrazide, N-hydroxyamide, morpholide, 4-ethylpiperidide, 4-(β-hydroxyethyl)-piperidide, or β-hydroxylethylamide, respectively.